This data is from the Open Reaction Database (ORD), a public repository of structured organic reaction records. The task is: describe an organic reaction: reactants, conditions, products, and yield Starting materials: COc1ccc(C2CCCN(Cc3ccccc3)C2=O)c(OC)c1, CC(C)[N-]C(C)C, COC(=O)Cl, [Li+], C1CCOC1. Product: COC(=O)C1(c2ccc(OC)cc2OC)CCCN(Cc2ccccc2)C1=O. Reaction SMILES: [CH2:1]([c:2]1[cH:3][cH:4][cH:5][cH:6][cH:7]1)[N:8]1[C:9](=[O:24])[CH:10]([c:14]2[c:15]([O:22][CH3:23])[cH:16][c:17]([O:20][CH3:21])[cH:18][cH:19]2)[CH2:11][CH2:12][CH2:13]1.[CH:25]([N-:26][CH:27]([CH3:28])[CH3:29])([CH3:30])[CH3:31].[Cl:33][C:34](=[O:35])[O:36][CH3:37].[Li+:32].[O:38]1[CH2:39][CH2:40][CH2:41][CH2:42]1>>[CH2:1]([c:2]1[cH:3][cH:4][cH:5][cH:6][cH:7]1)[N:8]1[C:9](=[O:24])[C:10]([c:14]2[c:15]([O:22][CH3:23])[cH:16][c:17]([O:20][CH3:21])[cH:18][cH:19]2)([C:34](=[O:35])[O:36][CH3:37])[CH2:11][CH2:12][CH2:13]1. Reactants: C(#N)C1=CC=C(C=C1)NC(CCC1CCCC(O1)=O)=O (6-[3-(4-cyanophenylamino)-3-oxopropyl]-3,4,5,6-tetrahydro-2H-pyran-2-one), C(=O)(C(F)(F)F)O (TFA), CC#N.CCOCC (CH3CN Et2O). Product: NN=CC1=CC=C(C=C1)NC(CCC1CCCC(O1)=O)=O (6-[3-(4-(aminoiminomethyl)phenylamino]-3-oxopropyl]-3,4,5,6-tetrahydro-2H-pyran-2-one), product. The yield is 38.0%. Reaction SMILES: [C:1]([C:3]1[CH:8]=[CH:7][C:6]([NH:9][C:10](=[O:20])[CH2:11][CH2:12][CH:13]2[O:18][C:17](=[O:19])[CH2:16][CH2:15][CH2:14]2)=[CH:5][CH:4]=1)#[N:2].C(O)(C(F)(F)F)=O.CC#[N:30].CCOCC>>[NH2:30][N:2]=[CH:1][C:3]1[CH:4]=[CH:5][C:6]([NH:9][C:10](=[O:20])[CH2:11][CH2:12][CH:13]2[O:18][C:17](=[O:19])[CH2:16][CH2:15][CH2:14]2)=[CH:7][CH:8]=1 |f:2.3|. Procedure details: The title compound was prepared from the product of step B (770 mg, 2.83 mmol) in a manner similar to example 1, step G to give 430 mg (38%) of product as TFA salt after reverse phase chromatography and trituration with CH3CN/Et2O (m.p. 151°-153° C. dec.). Starting materials: FC(C1=CC=C(C=C1)C1(CCCC1)COS(=O)(=O)C)(F)F (methanesulfonic acid 1-(4-trifluoromethyl-phenyl)-cyclopentylmethyl ester), [C-]#N.[Na+] (NaCN). The solvent is O (water), CS(=O)C (dimethyl sulfoxide). Conditions: temperature 140 celsius, time 6 hour. The product is FC(C1=CC=C(C=C1)C1(CCCC1)CC#N)(F)F ([1-(4-trifluoromethyl-phenyl)-cyclopentyl]-acetonitrile). Yield: 60.0%. RXN SMILES: [F:1][C:2]([F:21])([F:20])[C:3]1[CH:8]=[CH:7][C:6]([C:9]2([CH2:14]OS(C)(=O)=O)[CH2:13][CH2:12][CH2:11][CH2:10]2)=[CH:5][CH:4]=1.[C-:22]#[N:23].[Na+]>CS(C)=O.O>[F:1][C:2]([F:21])([F:20])[C:3]1[CH:8]=[CH:7][C:6]([C:9]2([CH2:14][C:22]#[N:23])[CH2:13][CH2:12][CH2:11][CH2:10]2)=[CH:5][CH:4]=1 |f:1.2|. Procedure details: To a stirred solution of methanesulfonic acid 1-(4-trifluoromethyl-phenyl)-cyclopentylmethyl ester (240) (7 g, 21.73 mmol) in dimethyl sulfoxide (200 mL) were added KI (0.361 g, 2.17 mmol) and NaCN (1.6 g, 32.6 mmol). The reaction mixture was then stirred at 140° C. for 6 h. After completion of the reaction, the reaction mixture was diluted with water, extracted with ethyl acetate (2×300 mL) and the organic layer was washed with water and brine. It was then dried over Na2SO4 and concentrated. Th... Starting materials: BrC=1C(=CC2=C(C=3N(C4CC2C4)C(=C(N3)C(=O)N)C=O)C1)F (10-bromo-9-fluoro-3-formyl-6,7-dihydro-5H-5,7-methanobenzo[c]imidazo[1,2-a]azepine-2-carboxamide), C(C)(=O)N1CCNCC1 (N-acetylpiperazine), 9-fluoro-10-(3-hydroxy-3-methyl-but-1-ynyl)-3-[(4-methylpiperazin-1-yl)methyl]-5,6,7,12-tetrahydro-5,7-methanobenzo[c]imidazo[1,2-a]azepine-2-carboxamide. Product: C(C)(=O)N1CCN(CC1)CC1=C(N=C2N1C1CC(C3=C2C=C(C(=C3)F)Br)C1)C(=O)N (3-((4-acetylpiperazin-1-yl)methyl)-10-bromo-9-fluoro-6,7-dihydro-5H-5,7-methanobenzo[c]imidazo[1,2-a]azepine-2-carboxamide). As a reaction SMILES: [Br:1][C:2]1[C:3]([F:22])=[CH:4][C:5]2[CH:11]3[CH2:12][CH:9]([CH2:10]3)[N:8]3[C:13]([CH:19]=O)=[C:14]([C:16]([NH2:18])=[O:17])[N:15]=[C:7]3[C:6]=2[CH:21]=1.[C:23]([N:26]1[CH2:31][CH2:30][NH:29][CH2:28][CH2:27]1)(=[O:25])[CH3:24]>>[C:23]([N:26]1[CH2:31][CH2:30][N:29]([CH2:19][C:13]2[N:8]3[CH:9]4[CH2:12][CH:11]([C:5]5[CH:4]=[C:3]([F:22])[C:2]([Br:1])=[CH:21][C:6]=5[C:7]3=[N:15][C:14]=2[C:16]([NH2:18])=[O:17])[CH2:10]4)[CH2:28][CH2:27]1)(=[O:25])[CH3:24]. Reported procedure: 10-bromo-9-fluoro-3-formyl-6,7-dihydro-5H-5,7-methanobenzo[c]imidazo[1,2-a]azepine-2-carboxamide (75 mg) was reacted with N-acetylpiperazine similarly to as described in the synthesis of 9-fluoro-10-(3-hydroxy-3-methyl-but-1-ynyl)-3-[(4-methylpiperazin-1-yl)methyl]-5,6,7,12-tetrahydro-5,7-methanobenzo[c]imidazo[1,2-a]azepine-2-carboxamide to afford 3-((4-acetylpiperazin-1-yl)methyl)-10-bromo-9-fluoro-6,7-dihydro-5H-5,7-methanobenzo[c]imidazo[1,2-a]azepine-2-carboxamide which was directly reacted... Reactants: C(C)(C)(C)OC(=O)N1C(C2=C(CC1)N(C=N2)CC=2N(C=NC2)CC2=CC=C(C=C2)C#N)C2=CC(=CC=C2)Br (4-(3-bromophenyl)-1-[3-(4-cyanobenzyl)-3H-imidazol-4-ylmethyl]-1,4,6,7-tetrahydroimidazo[4,5-c]pyridine-5-carboxylic acid tert-butyl ester), C(=O)(C(F)(F)F)O (TFA). The solvent is C(Cl)Cl (CH2Cl2). Run at time 2 hour. The product is BrC=1C=C(C=CC1)C1NCCC2=C1N=CN2CC2=CN=CN2CC2=CC=C(C#N)C=C2 (4-{5-[4-(3-bromophenyl)-4,5,6,7-tetrahydroimidazo[4,5-c]pyridin-1-ylmethyl]imidazol-1-ylmethyl}-benzonitrile). As a reaction SMILES: C(OC([N:8]1[CH2:13][CH2:12][C:11]2[N:14]([CH2:17][C:18]3[N:19]([CH2:23][C:24]4[CH:29]=[CH:28][C:27]([C:30]#[N:31])=[CH:26][CH:25]=4)[CH:20]=[N:21][CH:22]=3)[CH:15]=[N:16][C:10]=2[CH:9]1[C:32]1[CH:37]=[CH:36][CH:35]=[C:34]([Br:38])[CH:33]=1)=O)(C)(C)C.C(O)(C(F)(F)F)=O>C(Cl)Cl>[Br:38][C:34]1[CH:33]=[C:32]([CH:9]2[C:10]3[N:16]=[CH:15][N:14]([CH2:17][C:18]4[N:19]([CH2:23][C:24]5[CH:25]=[CH:26][C:27]([C:30]#[N:31])=[CH:28][CH:29]=5)[CH:20]=[N:21][CH:22]=4)[C:11]=3[CH2:12][CH2:13][NH:8]2)[CH:37]=[CH:36][CH:35]=1. Procedure details: To a solution of 4-(3-bromophenyl)-1-[3-(4-cyanobenzyl)-3H-imidazol-4-ylmethyl]-1,4,6,7-tetrahydroimidazo[4,5-c]pyridine-5-carboxylic acid tert-butyl ester (0.045 g, 0.078 mmol) dissolved in CH2Cl2 (5 mL) was added TFA (1 mL) and the reaction mixture was stirred at room temperature under Ar for 2h. The solution was concentrated in vacuo and purified using reverse phase liquid chromatography (95/5 -5/95 H2O/CH3CN with 0.1% TFA over 60 min, flow rate =65 mL/min) to yield the title compound. Reactants: OCc1cncc(Br)c1, ClCCl, O=S(Cl)Cl. Yields the product ClCc1cncc(Br)c1. RXN SMILES: [Br:1][c:2]1[cH:3][c:4]([CH2:8][OH:9])[cH:5][n:6][cH:7]1.[Cl:14][CH2:15][Cl:16].[S:10]([Cl:11])([Cl:12])=[O:13]>>[Br:1][c:2]1[cH:3][c:4]([CH2:8][Cl:12])[cH:5][n:6][cH:7]1. The reactants are COc1ccc(OCC2CCN2C(=O)OCc2ccccc2)cn1, CCO. The product is COc1ccc(OCC2CCN2)cn1. Reaction SMILES: [CH3:1][O:2][c:3]1[cH:4][cH:5][c:6]([O:9][CH2:10][CH:11]2[N:12]([C:15]([O:16][CH2:17][c:18]3[cH:19][cH:20][cH:21][cH:22][cH:23]3)=[O:24])[CH2:13][CH2:14]2)[cH:7][n:8]1.[CH3:25][CH2:26][OH:27]>>[CH3:1][O:2][c:3]1[cH:4][cH:5][c:6]([O:9][CH2:10][CH:11]2[NH:12][CH2:13][CH2:14]2)[cH:7][n:8]1.